From a dataset of the Open Reaction Database (ORD), a public repository of structured organic reaction records. describe an organic reaction: reactants, conditions, products, and yield Starting materials: B, CSC, COCCOC, N#CCSc1cc(Cl)cc(Cl)c1, Cl, [Na+], [OH-], O. Yields the product NCCSc1cc(Cl)cc(Cl)c1. As a reaction SMILES: [BH3:16].[CH3:13][S:14][CH3:15].[CH3:20][O:21][CH2:22][CH2:23][O:24][CH3:25].[Cl:1][c:2]1[cH:3][c:4]([S:9][CH2:10][C:11]#[N:12])[cH:5][c:6]([Cl:8])[cH:7]1.[ClH:17].[Na+:19].[OH-:18].[OH2:26]>>[Cl:1][c:2]1[cH:3][c:4]([S:9][CH2:10][CH2:11][NH2:12])[cH:5][c:6]([Cl:8])[cH:7]1. The reactants are BrC=1C=CC2=C(C(C(O2)=O)(C)C)C1 (5-Bromo-2,3-dihydro-3,3-dimethylbenzofuran-2-one), cuprous cyanide, CN(C=O)C (dimethyl formamide). The product is C(#N)C=1C=CC2=C(C(C(O2)=O)(C)C)C1 (5-Cyano-2,3-dihydro-3,3-dimethylbenzofuran-2-one). The yield is 45.0%. RXN SMILES: Br[C:2]1[CH:3]=[CH:4][C:5]2[O:9][C:8](=[O:10])[C:7]([CH3:12])([CH3:11])[C:6]=2[CH:13]=1.[CH3:14][N:15](C)C=O>>[C:14]([C:2]1[CH:3]=[CH:4][C:5]2[O:9][C:8](=[O:10])[C:7]([CH3:12])([CH3:11])[C:6]=2[CH:13]=1)#[N:15]. Procedure: 5-Bromo-2,3-dihydro-3,3-dimethylbenzofuran-2-one (39.2 g, 0.162 mole) was treated with cuprous cyanide (17.9 g, 0.2 mole) in dimethyl formamide (40 ml) (as in example 2). Recrystallisation (twice) of the product from ethanol yielded 14 g (45%) title product m.p. 138°-140° C. Reactants: CCN(CC)C(=O)Oc1ccc(F)cc1 (substrate), CC(C)C[Al](CC(C)C)c1ccccc1 (effective_coupling_partner). Reagents/catalysts: PCy3. Reaction conditions: temperature 50 celsius, time 12 hour. Yields the product COc1ccc(c2ccc(F)cc2)cc1. Starting materials: CCOC(C)=O, CCOC(=O)c1[nH]nc(C)c1Cl, CCCCCC, COc1cc(N2CCN(C(=O)CCl)CC2)ccc1Cl, [K+], [K+], O=C([O-])[O-], CN(C)C=O. Yields the product CCOC(=O)c1c(Cl)c(C)nn1CC(=O)N1CCN(c2ccc(Cl)c(OC)c2)CC1. Reaction SMILES: [C:43]([O:44][CH2:45][CH3:46])(=[O:47])[CH3:48].[CH2:1]([CH3:2])[O:3][C:4](=[O:5])[c:6]1[c:7]([Cl:12])[c:8]([CH3:11])[n:9][nH:10]1.[CH3:49][CH2:50][CH2:51][CH2:52][CH2:53][CH3:54].[Cl:19][CH2:20][C:21](=[O:22])[N:23]1[CH2:24][CH2:25][N:26]([c:29]2[cH:30][c:31]([O:36][CH3:37])[c:32]([Cl:35])[cH:33][cH:34]2)[CH2:27][CH2:28]1.[K+:13].[K+:14].[O-:15][C:16]([O-:17])=[O:18].[O:38]=[CH:39][N:40]([CH3:41])[CH3:42]>>[CH2:1]([CH3:2])[O:3][C:4](=[O:5])[c:6]1[c:7]([Cl:12])[c:8]([CH3:11])[n:9][n:10]1[CH2:20][C:21](=[O:22])[N:23]1[CH2:24][CH2:25][N:26]([c:29]2[cH:30][c:31]([O:36][CH3:37])[c:32]([Cl:35])[cH:33][cH:34]2)[CH2:27][CH2:28]1.